Task: describe an organic reaction: reactants, conditions, products, and yield. Dataset: the Open Reaction Database (ORD), a public repository of structured organic reaction records Starting materials: C(CCC)[Li] (n-Butyl lithium), CN1N=CC=C1 (1-methyl-1H-pyrazole), O1CC1 (oxirane). Run in C1CCOC1 (THF), C1CCOC1 (THF), C1CCOC1 (THF), C(Cl)Cl (DCM). Run at temperature -78 celsius, time 30 minute. Yields the product CN1N=CC=C1CCO (2-(1-methyl-1H-pyrazol-5-yl)ethanol). Isolated yield 82.7%. As a reaction SMILES: C([Li])CCC.[CH3:6][N:7]1[CH:11]=[CH:10][CH:9]=[N:8]1.[O:12]1[CH2:14][CH2:13]1>C1COCC1.C(Cl)Cl>[CH3:6][N:7]1[C:11]([CH2:14][CH2:13][OH:12])=[CH:10][CH:9]=[N:8]1. Procedure details: n-Butyl lithium (1.6M in hexanes) (1226 mL, 1961.78 mmol) was added dropwise to 1-methyl-1H-pyrazole (153.4 g, 1868.37 mmol) in THF (3000 mL) cooled to −78° C. over a period of 1 hour under nitrogen. The resulting solution was stirred at −60° C. for 30 minutes, then warmed to −10° C. and stirred for a further 40 minutes. A solution of oxirane (210 mL, 4203.82 mmol) in THF (600 mL) was added slowly at −10° C. followed by further THF (1000 mL) and the resulting slurry was stirred at −10° C. for 30... Starting materials: OCC=1C=C(C=CC1)O (3-(hydroxymethyl)phenol), CC=1C=CC(=CC1)S(=O)(=O)O (PTSA), C(=O)([O-])[O-].[K+].[K+] (K2CO3), BrCCCBr (1,3-dibromopropane). Solvent: C(CO)O (ethylene glycol). Run at temperature 80 celsius, time 2 hour. Product: BrCCCOC=1C=C(COCCO)C=CC1 (2-(3-(3-bromopropoxy)benzyloxy)ethanol). RXN SMILES: [OH:1][CH2:2][C:3]1[CH:4]=[C:5]([OH:9])[CH:6]=[CH:7][CH:8]=1.[CH3:10]C1C=CC(S(O)(=O)=O)=CC=1.[C:21]([O-:24])([O-])=O.[K+].[K+].[Br:27][CH2:28][CH2:29][CH2:30]Br>C(O)CO>[Br:27][CH2:28][CH2:29][CH2:30][O:9][C:5]1[CH:4]=[C:3]([CH:8]=[CH:7][CH:6]=1)[CH2:2][O:1][CH2:10][CH2:21][OH:24] |f:2.3.4|. Procedure details: The solution of 3-(hydroxymethyl)phenol (8.8 g, 71 mmol) and of paratoluenesulfonic acid (PTSA) (2.3 g, 13.4 mmol) in ethylene glycol (180 mL) is heated to 130° C. under argon for 40 hrs. After cooling down to 80° C., K2CO3 (13 g, 94 mmol) and then 1,3-dibromopropane (42 mL, 386 mmol) are added. After 2 hrs of stirring at this temperature, the reaction is cooled to RT and extracted with a DCM-H2O mixture. And then the organic phase is washed several times with water, dried on Na2SO4 and concentr... The reactants are ClCCCOC1=CC=C(C=O)C=C1 (4-(3-Chloro-propoxy)-benzaldehyde), N1CCCCC1 (piperidine), C(C)(=O)O (acetic acid), C(C)(=O)O[BH-](OC(C)=O)OC(C)=O.[Na+] (sodium triacetoxyborohydride). Run in ClCCCl (DCE), O (water). Conditions: time 16 hour. Yields the product ClCCCOC1=CC=C(CN2CCCCC2)C=C1 (1-[4-(3-Chloro-propoxy)-benzyl]-piperidine). Reaction SMILES: [Cl:1][CH2:2][CH2:3][CH2:4][O:5][C:6]1[CH:13]=[CH:12][C:9]([CH:10]=O)=[CH:8][CH:7]=1.[NH:14]1[CH2:19][CH2:18][CH2:17][CH2:16][CH2:15]1.C(O)(=O)C.C(O[BH-](OC(=O)C)OC(=O)C)(=O)C.[Na+]>ClCCCl.O>[Cl:1][CH2:2][CH2:3][CH2:4][O:5][C:6]1[CH:13]=[CH:12][C:9]([CH2:10][N:14]2[CH2:19][CH2:18][CH2:17][CH2:16][CH2:15]2)=[CH:8][CH:7]=1 |f:3.4|. Procedure: A solution of the product of Example 11 (5.0 g), piperidine (3.1 mL), and acetic acid (2.0 mL) in DCE (100 mL) was treated with sodium triacetoxyborohydride (9.3 g). After 16 h, the resulting mixture was diluted with water (100 mL) and extracted with DCM (3×50 mL). The combined organic phases were dried (magnesium sulfate) and evaporated, giving the title compound as an amber oil (5.3 g). Reactants: CCO, CC1C(C)(C)c2ccc(C(=O)c3ccccc3C(=O)O)cc2C1(C)C, O=S(=O)(O)O. The product is CCOC(=O)c1ccccc1C(=O)c1ccc2c(c1)C(C)(C)C(C)C2(C)C. RXN SMILES: [CH2:31]([CH3:32])[OH:33].[CH3:1][C:2]1([CH3:25])[CH:3]([CH3:24])[C:4]([CH3:22])([CH3:23])[c:5]2[cH:6][c:7]([C:11](=[O:12])[c:13]3[c:14]([C:15](=[O:16])[OH:17])[cH:18][cH:19][cH:20][cH:21]3)[cH:8][cH:9][c:10]21.[S:26](=[O:27])(=[O:28])([OH:29])[OH:30]>>[CH3:1][C:2]1([CH3:25])[CH:3]([CH3:24])[C:4]([CH3:22])([CH3:23])[c:5]2[cH:6][c:7]([C:11](=[O:12])[c:13]3[c:14]([C:15](=[O:16])[O:17][CH2:31][CH3:32])[cH:18][cH:19][cH:20][cH:21]3)[cH:8][cH:9][c:10]21. Starting materials: [Cl-].[Cr+3].N1C(=NC2=C1C=CC=C2)CNCC2=NC1=C(N2)C=CC=C1.[Cl-].[Cl-] (N,N-bis(1H-benzimidazol-2-ylmethyl)amine chromium (III) chloride), [K+].[Br-] (KBr), M-CrCl3, N1C(=NC2=C1C=CC=C2)CN(C2=CC=CC=C2)CC2=NC1=C(N2)C=CC=C1 (N,N-bis(1H-benzimidazol-2-ylmethyl)-N-phenylamine), CrCl3(THF)3. Run in CN(C)C=O (DMF). The product is [Cl-].[Cr+3].N1C(=NC2=C1C=CC=C2)CN(C2=CC=CC=C2)CC2=NC1=C(N2)C=CC=C1.[Cl-].[Cl-] (N,N-bis(1H-benzimidazol-2-ylmethyl)-N-phenylamine chromium (III) chloride). Reaction SMILES: [Cl-:1].[Cr+3:2].N1C2C=CC=CC=2N=C1CNCC1NC2C=CC=CC=2N=1.[Cl-].[Cl-].[NH:26]1[C:30]2[CH:31]=[CH:32][CH:33]=[CH:34][C:29]=2[N:28]=[C:27]1[CH2:35][N:36]([CH2:43][C:44]1[NH:48][C:47]2[CH:49]=[CH:50][CH:51]=[CH:52][C:46]=2[N:45]=1)[C:37]1[CH:42]=[CH:41][CH:40]=[CH:39][CH:38]=1.[K+].[Br-]>CN(C=O)C>[Cl-:1].[Cr+3:2].[NH:26]1[C:30]2[CH:31]=[CH:32][CH:33]=[CH:34][C:29]=2[N:28]=[C:27]1[CH2:35][N:36]([CH2:43][C:44]1[NH:45][C:46]2[CH:52]=[CH:51][CH:50]=[CH:49][C:47]=2[N:48]=1)[C:37]1[CH:38]=[CH:39][CH:40]=[CH:41][CH:42]=1.[Cl-:1].[Cl-:1] |f:0.1.2.3.4,6.7,9.10.11.12.13|. Procedure details: 3h was synthesised by an analogous procedure to that described for 3a using N,N-bis(1H-benzimidazol-2-ylmethyl)-N-phenylamine (0.20 g, 0.56 mmol) and CrCl3(THF)3 (0.21 g, 0.56 mmol). Yield 0.23 g (87%). Anal. Calc. for C22H19Cl3CrN5 (in %): C, 51.63; H, 3.74; N, 13.68. Found C, 51.49; H, 4.95; N, 13.58. IR (KBr, cm−1), υ 3224 (NH, s), υ 1637-1540 (ArC═C, C═N, m), δ 1454, 1477, 1498 (N—H, s, m), υ 1275 (CN, s), δ 748 (CH, s). UV-VIS (DMF, 298 K): λmax/nm=484, 678, 707 (shoulder). +FAB-MS: (m/z): ... The reactants are [H-].[Na+] (Sodiumhydride), ClC1=C(C(=O)C2=C(C(=C(C=C2C)OC)O)O)C(=CC=C1)Cl (2,6-dichloro-2',3'-dihydroxy-4'-methoxy-6'-methyl-benzophenone), ICCCC (1-iodo-n-butane). The solvent is O1CCCC1 (tetrahydrofurane). Reaction conditions: temperature 100 celsius, time 8 hour. Product: C(CCC)OC1=C(C(=CC(=C1OCCCC)OC)C)C(C1=C(C=CC=C1Cl)Cl)=O (2',3'-Di-n-butoxy-2,6-dichloro-4'-methoxy-6'-methyl-benzophenone). Reaction SMILES: [H-].[Na+].[Cl:3][C:4]1[CH:22]=[CH:21][CH:20]=[C:19]([Cl:23])[C:5]=1[C:6]([C:8]1[C:13]([CH3:14])=[CH:12][C:11]([O:15][CH3:16])=[C:10]([OH:17])[C:9]=1[OH:18])=[O:7].I[CH2:25][CH2:26][CH2:27][CH3:28]>O1CCCC1>[CH2:25]([O:18][C:9]1[C:10]([O:17][CH2:22][CH2:4][CH2:5][CH3:6])=[C:11]([O:15][CH3:16])[CH:12]=[C:13]([CH3:14])[C:8]=1[C:6](=[O:7])[C:5]1[C:4]([Cl:3])=[CH:22][CH:21]=[CH:20][C:19]=1[Cl:23])[CH2:26][CH2:27][CH3:28] |f:0.1|. Procedure: Sodiumhydride (0.4 g; 60 %; 10 mmol) is added with stirring to a solution of 2,6-dichloro-2',3'-dihydroxy-4'-methoxy-6'-methyl-benzophenone (1.64 g; 5 mmol) in tetrahydrofurane. The solvent is evaporated and the residue dissolved in 30 ml of dimethylformamide. 1-iodo-n-butane (4.6 g; 25 mmol) is added, the mixture is stirred at 100° C. for 8 hours and then the solvent is evaporated. The residue is shaken with toluene/2N hydrochloric acid, the organic layer separated, washed with water and the so...